Dataset: the Open Reaction Database (ORD), a public repository of structured organic reaction records. Task: describe an organic reaction: reactants, conditions, products, and yield The reactants are C1=NC=CC2=CC=CC=C12 (isoquinoline), C(CC1=CC=CC=C1)N (phenethylamine), ClC(C(=O)Cl)Cl (dichloroacetyl chloride), C(CC)(=O)Cl (propionyl chloride), C(C)C1NCCC2=CC=CC=C12 (1-ethyl-1,2,3,4-tetrahydroisoquinoline). Run in C1(=CC=CC=C1)C (toluene). The product is ClC(C(=O)N1C(C2=CC=CC=C2CC1)CC)Cl (2-(Dichloroacetyl)-1-ethyl-1,2,3,4-tetrahydroisoquinoline). As a reaction SMILES: C(N)CC1C=CC=CC=1.C(Cl)(=O)CC.[CH2:15]([CH:17]1[C:26]2[C:21](=[CH:22][CH:23]=[CH:24][CH:25]=2)[CH2:20][CH2:19][NH:18]1)[CH3:16].C1C2C(=CC=CC=2)C=CN=1.[Cl:37][CH:38]([Cl:42])[C:39](Cl)=[O:40]>C1(C)C=CC=CC=1>[Cl:37][CH:38]([Cl:42])[C:39]([N:18]1[CH2:19][CH2:20][C:21]2[C:26](=[CH:25][CH:24]=[CH:23][CH:22]=2)[CH:17]1[CH2:15][CH3:16])=[O:40]. Procedure details: By procedures described in Example 1 (Method A), phenethylamine and propionyl chloride were converted to 1-ethyl-1,2,3,4-tetrahydroisoquinoline. A reaction vessel was charged with 2.5 g of this isoquinoline compound in 50 ml toluene. With this mixture stirred, 1.5 ml dichloroacetyl chloride was added dropwise to the mixture. The mixture was refluxed until a clear solution appeared. The mixture was stripped of solvent and subjected to Kugelrohr distillation (150° C. @ 0.25 mm Hg) to provide 2.7 g... Reactants: CCO, O, O, COC(=O)C(=CC=Cc1cc2ccccc2o1)OC. Product: COC(=CC=Cc1cc2ccccc2o1)C(=O)O. Reaction SMILES: [CH3:20][CH2:21][OH:22].[OH2:23].[OH2:24].[o:1]1[c:2]([CH:10]=[CH:11][CH:12]=[C:13]([C:14](=[O:15])[O:16][CH3:17])[O:18][CH3:19])[cH:3][c:4]2[c:5]1[cH:6][cH:7][cH:8][cH:9]2>>[o:1]1[c:2]([CH:10]=[CH:11][CH:12]=[C:13]([C:14](=[O:15])[OH:16])[O:18][CH3:19])[cH:3][c:4]2[c:5]1[cH:6][cH:7][cH:8][cH:9]2. Starting materials: [N+](=O)([O-])C=1C=C2C(NC(C2=CC1)=O)=O (5-Nitro-isoindole-1,3-dione), FC1=CC=C(C=C1)O (4-fluoro-phenol), C(=O)([O-])[O-].[K+].[K+] (K2CO3), CN(C)C=O (DMF). The solvent is O (water). Run at time 3 hour. Yields the product FC1=CC=C(OC=2C=C3C(NC(C3=CC2)=O)=O)C=C1 (5-(4-Fluoro-phenoxy)-isoindole-1,3-dione). The yield is 18.6%. Reaction SMILES: [N+]([C:4]1[CH:5]=[C:6]2[C:10](=[CH:11][CH:12]=1)[C:9](=[O:13])[NH:8][C:7]2=[O:14])([O-])=O.[F:15][C:16]1[CH:21]=[CH:20][C:19]([OH:22])=[CH:18][CH:17]=1.C([O-])([O-])=O.[K+].[K+].CN(C=O)C>O>[F:15][C:16]1[CH:21]=[CH:20][C:19]([O:22][C:4]2[CH:5]=[C:6]3[C:10](=[CH:11][CH:12]=2)[C:9](=[O:13])[NH:8][C:7]3=[O:14])=[CH:18][CH:17]=1 |f:2.3.4|. Reported procedure: A mixture of 5-Nitro-isoindole-1,3-dione (177 g, 0.904 mol), 4-fluoro-phenol (128 g, 1.13 mol), K2CO3 (419 g, 3 mol) and DMF (21) was refluxed with stirring for 3 h before the mixture was poured into water (121) with stirring. The precipitate formed was isolated by vacuum filtration, washed with water (81) and dried in vacuo at 70° C. to give the title compound as a tan powder (43.2 g); 1H NMR (CDCl3) δ=7.79 (d, 1H), 7.57 (br s, 1H), 7.01 to 7.29 (m, 6H). The reactants are CCC(CC)C1CC(=O)CC(=O)C1, Cc1ccc(S(=O)(=O)N=C=O)cc1, c1ccccc1. Yields the product CCC(CC)C1CC(=O)C(C(=O)NS(=O)(=O)c2ccc(C)cc2)C(=O)C1. RXN SMILES: [CH2:1]([CH3:2])[CH:3]([CH2:4][CH3:5])[CH:6]1[CH2:7][C:8](=[O:13])[CH2:9][C:10](=[O:12])[CH2:11]1.[c:14]1([CH3:26])[cH:15][cH:16][c:17]([S:20](=[O:21])(=[O:22])[N:23]=[C:24]=[O:25])[cH:18][cH:19]1.[cH:27]1[cH:28][cH:29][cH:30][cH:31][cH:32]1>>[CH2:1]([CH3:2])[CH:3]([CH2:4][CH3:5])[CH:6]1[CH2:7][C:8](=[O:13])[CH:9]([C:24]([NH:23][S:20]([c:17]2[cH:16][cH:15][c:14]([CH3:26])[cH:19][cH:18]2)(=[O:21])=[O:22])=[O:25])[C:10](=[O:12])[CH2:11]1.